From a dataset of the Open Reaction Database (ORD), a public repository of structured organic reaction records. describe an organic reaction: reactants, conditions, products, and yield The reactants are CC(C)(OC(=O)N[C@@H](CNC(=O)OCC1C2=CC=CC=C2C=2C=CC=CC12)C(=O)OC)C (N-[(1,1-dimethylethoxy)carbonyl]-3-[(9H-fluoren-9-ylmethoxy)carbonyl]amino-L-alanine, methyl ester). The solvent is FC(C(=O)O)(F)F.ClCCl (trifluoroacetic acid dichloromethane). Product: C1=CC=CC=2C3=CC=CC=C3C(C12)COC(=O)NC[C@H](N)C(=O)OC (3-[(9H-fluoren-9-ylmethoxy) carbonyl]amino-L-alanine, methyl ester). As a reaction SMILES: CC(C)(OC([NH:7][C@H:8]([C:28]([O:30][CH3:31])=[O:29])[CH2:9][NH:10][C:11]([O:13][CH2:14][CH:15]1[C:27]2[CH:26]=[CH:25][CH:24]=[CH:23][C:22]=2[C:21]2[C:16]1=[CH:17][CH:18]=[CH:19][CH:20]=2)=[O:12])=O)C>FC(F)(F)C(O)=O.ClCCl>[CH:17]1[C:16]2[CH:15]([CH2:14][O:13][C:11]([NH:10][CH2:9][C@@H:8]([C:28]([O:30][CH3:31])=[O:29])[NH2:7])=[O:12])[C:27]3[C:22](=[CH:23][CH:24]=[CH:25][CH:26]=3)[C:21]=2[CH:20]=[CH:19][CH:18]=1 |f:1.2|. Procedure: A solution of N-[(1,1-dimethylethoxy)carbonyl]-3-[(9H-fluoren-9-ylmethoxy)carbonyl]amino-L-alanine, methyl ester (Example 62; 200 mg, 0.45 mmol) in trifluoroacetic acid/dichloromethane (1:1; 2 mL) was stirred at room temperature for 40 min. The solvent was evaporated and ethyl acetate (10 mL) was added. The solution was washed with saturated aqueous sodium hydrogen carbonate, dried (Na2SO4), filtered and evaporated to give 3-[(9H-fluoren-9-ylmethoxy) carbonyl]amino-L-alanine, methyl ester. HOAT ... RXN SMILES: N#N.[Mg].II.Br[C:7]1[CH:12]=[CH:11][C:10]([C:13]#[C:14][C:15]2[CH:20]=[CH:19][C:18]([CH2:21][CH3:22])=[CH:17][CH:16]=2)=[CH:9][CH:8]=1.[CH:23](N1CCCCC1)=[O:24]>C1COCC1.BrC1C=CC(C#CC2C=CC(CC)=CC=2)=CC=1>[CH2:21]([C:18]1[CH:19]=[CH:20][C:15]([C:14]#[C:13][C:10]2[CH:11]=[CH:12][C:7]([CH:23]=[O:24])=[CH:8][CH:9]=2)=[CH:16][CH:17]=1)[CH3:22]. Yield: 89.6%. The reagents and catalysts are BrC1=CC=C(C=C1)C#CC1=CC=C(C=C1)CC (1-bromo-4-[(4-ethylphenyl) ethynyl] benzene). Run in C1CCOC1 (THF), ThF, C1CCOC1 (THF). Reported procedure: To a dry 100 mL three-necked flask under a flow of N2 containing magnesium turnings (0.782 g; 32.17 mmol) in dry THF (10 mL) at reflux, an activating, small amount of 1-bromo-4-[(4-ethylphenyl) ethynyl] benzene (VIIc) (0.500 g; 1.75 mmol) was added in one portion. N2 flow and stirring were stopped. Reaction mixture was heated at reflux for 5 minutes then iodine crystal was added keeping vigorous reflux to start the reaction. The reaction mixture went colourless after 5minutes and reaction mixtur... Yields the product C(C)C1=CC=C(C=C1)C#CC1=CC=C(C=O)C=C1 (4-[(4-ethylphenyl) ethynyl] benzaldehyde). Conditions: time 5 minute. Reactants: N#N (N2), [Mg] (magnesium), II (iodine), BrC1=CC=C(C=C1)C#CC1=CC=C(C=C1)CC (1-bromo-4-[(4-ethylphenyl) ethynyl] benzene), N#N (N2), C(=O)N1CCCCC1 (1-formyl-piperidine). Reactants: O (water), ClC=1C2=C(N=CN1)OC(=C2C2=CC=C(C=C2)CC)C2=C(C=CC=C2)F (4-chloro-5-(4-ethylphenyl)-6-(2-fluorophenyl)furo[2,3-d]pyrimidine), [H-].[Na+] (sodium hydride), C(C)(C)(C)OC(CCCCC(C)O)=O (6-hydroxyheptanoic acid tert.-butyl ester). The reagents and catalysts are [I-].C(CCC)[N+](CCCC)(CCCC)CCCC (tetra-n-butylammonium iodide). The solvent is C(C)(=O)OCC (ethyl acetate), C1CCOC1 (THF), C1CCOC1 (THF). Product: C(C)(C)(C)OC(CCCCC(C)OC=1C2=C(N=CN1)OC(=C2C2=CC=C(C=C2)CC)C2=C(C=CC=C2)F)=O (6-{[5-(4-Ethylphenyl)-6-(2-fluorophenyl)furo[2,3-d]pyrimidin-4-yl]oxy}heptanoic acid tert.-butyl ester). RXN SMILES: [H-].[Na+].[C:3]([O:7][C:8](=[O:16])[CH2:9][CH2:10][CH2:11][CH2:12][CH:13]([OH:15])[CH3:14])([CH3:6])([CH3:5])[CH3:4].Cl[C:18]1[C:19]2[C:26]([C:27]3[CH:32]=[CH:31][C:30]([CH2:33][CH3:34])=[CH:29][CH:28]=3)=[C:25]([C:35]3[CH:40]=[CH:39][CH:38]=[CH:37][C:36]=3[F:41])[O:24][C:20]=2[N:21]=[CH:22][N:23]=1.O>C1COCC1.[I-].C([N+](CCCC)(CCCC)CCCC)CCC.C(OCC)(=O)C>[C:3]([O:7][C:8](=[O:16])[CH2:9][CH2:10][CH2:11][CH2:12][CH:13]([O:15][C:18]1[C:19]2[C:26]([C:27]3[CH:28]=[CH:29][C:30]([CH2:33][CH3:34])=[CH:31][CH:32]=3)=[C:25]([C:35]3[CH:40]=[CH:39][CH:38]=[CH:37][C:36]=3[F:41])[O:24][C:20]=2[N:21]=[CH:22][N:23]=1)[CH3:14])([CH3:4])([CH3:6])[CH3:5] |f:0.1,6.7|. Reported procedure: Add 49 mg (1.24 mmol) sodium hydride (60% dispersion in mineral oil) to a solution of 200 mg (0.99 mmol) 6-hydroxyheptanoic acid tert.-butyl ester in 5 ml THF. After stirring for ten minutes, add a solution of 407 mg (90% purity, 1.04 mmol) 4-chloro-5-(4-ethylphenyl)-6-(2-fluorophenyl)furo[2,3-d]pyrimidine in 5 ml THF and 18 mg (0.05 mmol) tetra-n-butylammonium iodide. Stir the reaction mixture for 40 hours at 75° C. After adding water and ethyl acetate, wash the separated organic phase with 1 N... The reactants are CCO, COc1cc(N2CCN(C(=O)Cn3c(=O)oc4cc(C#N)ccc43)CC2)ccc1Cl, Cl, NO. Product: COc1cc(N2CCN(C(=O)Cn3c(=O)oc4cc(C(=N)NO)ccc43)CC2)ccc1Cl. RXN SMILES: [CH3:34][CH2:35][OH:36].[Cl:1][c:2]1[c:3]([O:29][CH3:30])[cH:4][c:5]([N:8]2[CH2:9][CH2:10][N:11]([C:14]([CH2:15][n:16]3[c:17](=[O:27])[o:18][c:19]4[c:20]3[cH:21][cH:22][c:23]([C:25]#[N:26])[cH:24]4)=[O:28])[CH2:12][CH2:13]2)[cH:6][cH:7]1.[ClH:33].[NH2:31][OH:32]>>[Cl:1][c:2]1[c:3]([O:29][CH3:30])[cH:4][c:5]([N:8]2[CH2:9][CH2:10][N:11]([C:14]([CH2:15][n:16]3[c:17](=[O:27])[o:18][c:19]4[c:20]3[cH:21][cH:22][c:23]([C:25](=[NH:26])[NH:31][OH:32])[cH:24]4)=[O:28])[CH2:12][CH2:13]2)[cH:6][cH:7]1. Reactants: Cl (hydrochloric acid), C(CCO)O (1,3-propanediol), [OH-].[K+] (potassium hydroxide), C=CCCOS(=O)(=O)C1=CC=C(C)C=C1 (CH2═CH(CH2)2OTs). Run in O (water). Run at temperature 75 celsius, time 3 hour. The product is C=CCCOCCCO (CH2═CH(CH2)2O(CH2)3OH). The yield is 13.8%. As a reaction SMILES: [CH2:1]([OH:5])[CH2:2][CH2:3][OH:4].[OH-].[K+].[CH2:8]=[CH:9][CH2:10][CH2:11]OS(C1C=CC(C)=CC=1)(=O)=O.Cl>O>[CH2:8]=[CH:9][CH2:10][CH2:11][O:4][CH2:3][CH2:2][CH2:1][OH:5] |f:1.2|. Reported procedure: Into a reactor, 1,3-propanediol (46.7 g) and potassium hydroxide (34.5 g) were charged and stirred, and heated at the internal temperature of 75° C. for 30 minutes. At the internal temperature of 80° C., CH2═CH(CH2)2OTs (69.5 g) obtained in EXAMPLE 3-1 was added thereto over 3 hours and standed as it is after stirring for 1 hour. The reaction mixture was poured into water (250 ml) and neutralized by adding hydrochloric acid. After filtration, the filtrate was extracted with t-butyl methyl ether ... Reactants: Br (hydrobromic acid), N1=C(N=CC=2NC=3C=CC=CC3C21)N (5H-Pyrimido[5,4-b]indole-2-amine), Br (hydrobromic acid), N(=O)[O-].[Na+] (sodium nitrite). Reagents/catalysts: [Cu]Br (copper(I) bromide). Conditions: temperature 0 celsius, time 20 minute. Product: BrC=1N=CC=2NC=3C=CC=CC3C2N1 (2-bromo-5H-pyrimido[5,4-b]indole). Reaction SMILES: [N:1]1[C:13]2[C:12]3[CH:11]=[CH:10][CH:9]=[CH:8][C:7]=3[NH:6][C:5]=2[CH:4]=[N:3][C:2]=1N.[BrH:15].N([O-])=O.[Na+]>[Cu]Br>[Br:15][C:2]1[N:3]=[CH:4][C:5]2[NH:6][C:7]3[CH:8]=[CH:9][CH:10]=[CH:11][C:12]=3[C:13]=2[N:1]=1 |f:2.3|. Procedure: A solution is prepared from 2 g of 2-amino-5H-pyrimido[5,4-b]indole (Example 7) in 25 ml of 48% strength hydrobromic acid and combined at 0° C. with 6 ml of a 2N sodium nitrite solution. The mixture is stirred into a solution of 2.1 g of copper(I) bromide in 20 ml of 24% strength hydrobromic acid. The mixture is then stirred for 20 minutes at 0° C., then briefly heated on a steam bath. The cooled-off reaction mixture is extracted with a mixture of 9 parts of ethyl acetate and one part of ethanol... Starting materials: BrB(Br)Br, COc1cccc(C)c1C(=O)O, ClCCl. The product is Cc1cccc(O)c1C(=O)O. As a reaction SMILES: [B:13]([Br:14])([Br:15])[Br:16].[CH3:1][O:2][c:3]1[c:4]([C:5](=[O:6])[OH:7])[c:8]([CH3:12])[cH:9][cH:10][cH:11]1.[Cl:17][CH2:18][Cl:19]>>[OH:2][c:3]1[c:4]([C:5](=[O:6])[OH:7])[c:8]([CH3:12])[cH:9][cH:10][cH:11]1. Yield: 94.0%. As a reaction SMILES: [N+:1]([C:4]1[CH:9]=[CH:8][C:7]([C:10]2[C:14]([C:15]([NH2:17])=[O:16])=[C:13]([NH:18][C:19]([N:21]3[CH2:25][CH2:24][CH2:23][C:22]3=[O:26])=[O:20])[S:12][N:11]=2)=[CH:6][CH:5]=1)([O-])=O>[Pd].O1CCCC1.CN(C)C=O.CCOCC>[NH2:1][C:4]1[CH:5]=[CH:6][C:7]([C:10]2[C:14]([C:15]([NH2:17])=[O:16])=[C:13]([NH:18][C:19]([N:21]3[CH2:25][CH2:24][CH2:23][C:22]3=[O:26])=[O:20])[S:12][N:11]=2)=[CH:8][CH:9]=1. Procedure: 3-(4-Nitro-phenyl)-5-[(2-oxo-pyrrolidine-1-carbonyl)-amino]-isothiazole-4-carboxylic acid amide (10.2 g,) and 10% palladium on carbon (2 g) in tetrahydrofuran (300 mL) and dimethylformamide (50 mL) was hydrogenated at 80 psi over 24 hr in metal bomb. The catalyst was removed by filtration through celite and washed with tetrahydrofuran. The filtrate was concentrated in vacuo to give an off white solid, which was stirred in ether (150 mL) and filtered to give the title compound as a off white soli... Starting materials: [N+](=O)([O-])C1=CC=C(C=C1)C1=NSC(=C1C(=O)N)NC(=O)N1C(CCC1)=O (3-(4-Nitro-phenyl)-5-[(2-oxo-pyrrolidine-1-carbonyl)-amino]-isothiazole-4-carboxylic acid amide). Product: NC1=CC=C(C=C1)C1=NSC(=C1C(=O)N)NC(=O)N1C(CCC1)=O (3-(4-Aminophenyl)-5-{[(2-oxopyrrolidin-1-yl)carbonyl]amino}isothiazole-4-carboxamide), solid. Run in O1CCCC1 (tetrahydrofuran), CN(C=O)C (dimethylformamide), CCOCC (ether). The reagents and catalysts are [Pd] (palladium on carbon). Starting materials: [I-].C[N+](CC1=CNC2=CC=CC(=C12)C)(C)C (Trimethyl-(4-methyl-1H-indol-3-ylmethyl)-ammonium iodide), [C-]#N.[Na+] (sodium cyanide), hexanes dichloromethane, eluent. Run in C(C)O (ethanol). Product: CC1=C2C(=CNC2=CC=C1)CC#N ((4-Methyl-1H-indol-3-yl)-acetonitrile). As a reaction SMILES: [I-].C[N+](C)(C)[CH2:4][C:5]1[C:13]2[C:8](=[CH:9][CH:10]=[CH:11][C:12]=2[CH3:14])[NH:7][CH:6]=1.[C-:17]#[N:18].[Na+]>C(O)C>[CH3:14][C:12]1[CH:11]=[CH:10][CH:9]=[C:8]2[C:13]=1[C:5]([CH2:4][C:17]#[N:18])=[CH:6][NH:7]2 |f:0.1,2.3|. Reported procedure: Trimethyl-(4-methyl-1H-indol-3-ylmethyl)-ammonium iodide (2.6 g, 7.5 mmol) is suspended in ethanol (53 mL) and sodium cyanide (736 mg, 15 mmol), is added to the reaction. The reaction is stirred and heated to reflux overnight. After 16 hours the reaction is cooled to room temperature and evaporated in vacuo. The resulting oil is taken up in dichloromethane and washed with water 3×, dried (Na2SO4), filtered and evaporated in vacuo. The resulting material is purified on silica with hexanes/dichlor... RXN SMILES: [CH3:18][O:19][CH2:20][CH2:21][N:22]([c:23]1[n:24][cH:25][c:26]([NH2:29])[cH:27][cH:28]1)[CH3:30].[CH:1]1([c:7]2[o:8][c:9]([CH2:15][CH2:16][CH3:17])[c:10]([C:12](=[O:13])[OH:14])[n:11]2)[CH2:2][CH2:3][CH2:4][CH2:5][CH2:6]1>>[CH:1]1([c:7]2[o:8][c:9]([CH2:15][CH2:16][CH3:17])[c:10]([C:12](=[O:14])[NH:29][c:26]3[cH:25][n:24][c:23]([N:22]([CH2:21][CH2:20][O:19][CH3:18])[CH3:30])[cH:28][cH:27]3)[n:11]2)[CH2:2][CH2:3][CH2:4][CH2:5][CH2:6]1. The reactants are COCCN(C)c1ccc(N)cn1, CCCc1oc(C2CCCCC2)nc1C(=O)O. Yields the product CCCc1oc(C2CCCCC2)nc1C(=O)Nc1ccc(N(C)CCOC)nc1.